This data is from the Open Reaction Database (ORD), a public repository of structured organic reaction records. The task is: describe an organic reaction: reactants, conditions, products, and yield Reaction SMILES: [F:1][C:2]1[CH:7]=[CH:6][C:5]([CH2:8][C:9]2[CH:18]=[C:17]3[C:12]([C:13]([OH:34])=[C:14]([C:29](OCC)=[O:30])[C:15](=[O:28])[N:16]3[CH2:19][CH2:20][N:21]3[CH2:26][CH2:25][CH2:24][CH2:23][C:22]3=[O:27])=[N:11][CH:10]=2)=[CH:4][CH:3]=1.[O:35]1[CH2:40][CH2:39][CH:38]([NH2:41])[CH2:37][CH2:36]1>>[F:1][C:2]1[CH:7]=[CH:6][C:5]([CH2:8][C:9]2[CH:18]=[C:17]3[C:12]([C:13]([OH:34])=[C:14]([C:29]([NH:41][CH:38]4[CH2:39][CH2:40][O:35][CH2:36][CH2:37]4)=[O:30])[C:15](=[O:28])[N:16]3[CH2:19][CH2:20][N:21]3[CH2:26][CH2:25][CH2:24][CH2:23][C:22]3=[O:27])=[N:11][CH:10]=2)=[CH:4][CH:3]=1. Starting materials: FC1=CC=C(C=C1)CC1=CN=C2C(=C(C(N(C2=C1)CCN1C(CCCC1)=O)=O)C(=O)OCC)O (ethyl 7-[(4-fluorophenyl)methyl]-4-hydroxy-2-oxo-1-[2-(2-oxo-1-piperidinyl)ethyl]-1,2-dihydro-1,5-naphthyridine-3-carboxylate), O1CCC(CC1)N (tetrahydro-2H-pyran-4-amine). Reported procedure: This compound was prepared from ethyl 7-[(4-fluorophenyl)methyl]-4-hydroxy-2-oxo-1-[2-(2-oxo-1-piperidinyl)ethyl]-1,2-dihydro-1,5-naphthyridine-3-carboxylate and tetrahydro-2H-pyran-4-amine using methods similar to Example 563 to provide a white solid: ES+ MS: 523 (M+H+). Yields the product FC1=CC=C(C=C1)CC1=CN=C2C(=C(C(N(C2=C1)CCN1C(CCCC1)=O)=O)C(=O)NC1CCOCC1)O (7-[(4-fluorophenyl)methyl]-4-hydroxy-2-oxo-1-[2-(2-oxo-1-piperidinyl)ethyl]-N-(tetrahydro-2H-pyran-4-yl)-1,2-dihydro-1,5-naphthyridine-3-carboxamide). Reactants: CCOC(C)=O, CN(Cc1nc(-c2ccccc2)c(S(=O)(=O)c2ccccc2)s1)C(=O)OC(C)(C)C, CCO, Cl. Yields the product CNCc1nc(-c2ccccc2)c(S(=O)(=O)c2ccccc2)s1, Cl. RXN SMILES: [C:31]([O:32][CH2:33][CH3:34])(=[O:35])[CH3:36].[CH3:1][N:2]([C:3](=[O:4])[O:5][C:6]([CH3:7])([CH3:8])[CH3:9])[CH2:10][c:11]1[s:12][c:13]([S:22](=[O:23])(=[O:24])[c:25]2[cH:26][cH:27][cH:28][cH:29][cH:30]2)[c:14](-[c:16]2[cH:17][cH:18][cH:19][cH:20][cH:21]2)[n:15]1.[CH3:38][CH2:39][OH:40].[ClH:37]>>[CH3:1][NH:2][CH2:10][c:11]1[s:12][c:13]([S:22](=[O:23])(=[O:24])[c:25]2[cH:26][cH:27][cH:28][cH:29][cH:30]2)[c:14](-[c:16]2[cH:17][cH:18][cH:19][cH:20][cH:21]2)[n:15]1.[ClH:37].